From a dataset of the Open Reaction Database (ORD), a public repository of structured organic reaction records. describe an organic reaction: reactants, conditions, products, and yield Starting materials: C1(=CC=CC=C1)OC(NC=1C(=NC(=C(C1)CC)C)OC)=O (Phenyl-N-(5-ethyl-2-methoxy-6-methylpyridin-3-yl)carbamate), CC=1C=C(C=C(C1)C)N1CCNCC1 (1-(3,5-dimethylphenyl)piperazine). Product: C(C)C=1C=C(C(=NC1C)OC)NC(=O)N1CCN(CC1)C1=CC(=CC(=C1)C)C (1-[(5-ethyl-2-methoxy-6-methylpyrdin-3-yl)aminocarbonyl]-4-(3,5-dimethylphenyl)piperazine). The yield is 68.0%. As a reaction SMILES: C1(O[C:8](=[O:21])[NH:9][C:10]2[C:11]([O:19][CH3:20])=[N:12][C:13]([CH3:18])=[C:14]([CH2:16][CH3:17])[CH:15]=2)C=CC=CC=1.[CH3:22][C:23]1[CH:24]=[C:25]([N:30]2[CH2:35][CH2:34][NH:33][CH2:32][CH2:31]2)[CH:26]=[C:27]([CH3:29])[CH:28]=1>>[CH2:16]([C:14]1[CH:15]=[C:10]([NH:9][C:8]([N:33]2[CH2:34][CH2:35][N:30]([C:25]3[CH:26]=[C:27]([CH3:29])[CH:28]=[C:23]([CH3:22])[CH:24]=3)[CH2:31][CH2:32]2)=[O:21])[C:11]([O:19][CH3:20])=[N:12][C:13]=1[CH3:18])[CH3:17]. Reported procedure: Phenyl-N-(5-ethyl-2-methoxy-6-methylpyridin-3-yl)carbamate and 1-(3,5-dimethylphenyl)piperazine were reacted by the same way with the example 1 to obtain the titled compound. The reactants are FC1=C2C(=CN(C2=CC=C1)C)C=O (4-fluoro-1-methylindole-3-carbaldehyde), [Mn](=O)(=O)(=O)[O-].[K+] (potassium permanganate), aqueous solution. The solvent is CC(=O)C (acetone). Conditions: time 16 hour. The product is FC1=C2C(=CN(C2=CC=C1)C)C(=O)O (4-fluoro-1-methylindole-3-carboxylic acid). The yield is 58.0%. As a reaction SMILES: [F:1][C:2]1[CH:10]=[CH:9][CH:8]=[C:7]2[C:3]=1[C:4]([CH:12]=[O:13])=[CH:5][N:6]2[CH3:11].[Mn]([O-])(=O)(=O)=[O:15].[K+]>CC(C)=O>[F:1][C:2]1[CH:10]=[CH:9][CH:8]=[C:7]2[C:3]=1[C:4]([C:12]([OH:15])=[O:13])=[CH:5][N:6]2[CH3:11] |f:1.2|. Procedure: In acetone (95 ml) was dissolved 4-fluoro-1-methylindole-3-carbaldehyde (1.43 g, 8.08 mmol), followed by the addition of potassium permanganate (a 0.2M aqueous solution, 62.0 ml, 12.4 mmol) in portions at room temperature. After the reaction mixture was stirred at room temperature for 16 hours, the precipitate was filtered off through Celite. The filtrate was distilled under reduced pressure to remove the solvent. The residue was acidified with 1N HCl. The crystals thus precipitated were collect... Starting materials: COC1=CC(=C(C=C1)O)[N+](=O)[O-] (4-methoxy-2-nitrophenol). Reagents/catalysts: [Pd] (Pd/C). Solvent: CO (methanol). Yields the product NC1=C(C=CC(=C1)OC)O (2-amino-4-methoxyphenol). Reaction SMILES: [CH3:1][O:2][C:3]1[CH:8]=[CH:7][C:6]([OH:9])=[C:5]([N+:10]([O-])=O)[CH:4]=1>CO.[Pd]>[NH2:10][C:5]1[CH:4]=[C:3]([O:2][CH3:1])[CH:8]=[CH:7][C:6]=1[OH:9]. Procedure details: A solution of 4-methoxy-2-nitrophenol 11 (10 g, 59.1 mmol) and Pd/C (1.0 g) in methanol (100 ml) was placed on a Parr shaker under H2 (50 psi) for 60 minutes. The reaction mixture was filtered through Celite 521 and the filter cake washed with MeOH. The filtrate was evaporated (in vacuo), to yield compound 12 as a tan solid. Starting materials: BrC=1C(=C(C(=O)OC)C(=CC1)CS(=O)(=O)C1=CC(=CC=C1)Cl)O (methyl 3-bromo-6-(3-chlorobenzenesulphonylmethyl)-2-hydroxy-benzoate), C1(=CC=CC=C1)S(=O)(=O)CC1=CC=C(C(=C1C(=O)OC)OC)CC (methyl 6-(benzenesulphonylmethyl)-3-ethyl-2-methoxybenzoate), C1(=CC=CC=C1)S(=O)(=O)CC1=CC=C(C(=C1C(=O)OC)OC)CC (methyl 6-(benzenesulphonylmethyl)-3-ethyl-2-methoxybenzoate). Yields the product C1(=CC=CC=C1)S(=O)(=O)CC1=CC=C(C(=C1C(=O)OC)O)CC (Methyl 6-(benzenesulphonylmethyl)-3-ethyl-2-hydroxybenzoate). As a reaction SMILES: BrC1C(O)=C(C(CS(C2C=CC=C(Cl)C=2)(=O)=O)=CC=1)C(OC)=O.[C:24]1([S:30]([CH2:33][C:34]2[C:39]([C:40]([O:42][CH3:43])=[O:41])=[C:38]([O:44]C)[C:37]([CH2:46][CH3:47])=[CH:36][CH:35]=2)(=[O:32])=[O:31])[CH:29]=[CH:28][CH:27]=[CH:26][CH:25]=1>>[C:24]1([S:30]([CH2:33][C:34]2[C:39]([C:40]([O:42][CH3:43])=[O:41])=[C:38]([OH:44])[C:37]([CH2:46][CH3:47])=[CH:36][CH:35]=2)(=[O:32])=[O:31])[CH:25]=[CH:26][CH:27]=[CH:28][CH:29]=1. Procedure details: Prepared by proceeding in a similar manner to Intermediate 54, starting from methyl 6-(benzenesulphonylmethyl)-3-ethyl-2-methoxybenzoate (Intermediate 111). Starting materials: ClCCCCC(=O)Cl (5-chlorovaleryl chloride), N1=CC=CC2=C1NC1=C(C(N2)=O)C=CC=C1 (5,11-dihydro-6H-pyrido-[2,3-b][1,4]-benzodiazepine-6-one). The solvent is C=1(C(=CC=CC1)C)C (xylene). Yields the product ClCCCCC(=O)N1C2=C(NC(C3=C1C=CC=C3)=O)C=CC=N2 (11-(5-chlorovaleryl)-5,11-dihydro-6H-pyrido-[2,3-b][1,4]-benzodiazepine-6-one). Reaction SMILES: [Cl:1][CH2:2][CH2:3][CH2:4][CH2:5][C:6](Cl)=[O:7].[N:9]1[C:14]2[NH:15][C:16]3[CH:24]=[CH:23][CH:22]=[CH:21][C:17]=3[C:18](=[O:20])[NH:19][C:13]=2[CH:12]=[CH:11][CH:10]=1>C1(C)C(C)=CC=CC=1>[Cl:1][CH2:2][CH2:3][CH2:4][CH2:5][C:6]([N:15]1[C:16]2[CH:24]=[CH:23][CH:22]=[CH:21][C:17]=2[C:18](=[O:20])[NH:19][C:13]2[CH:12]=[CH:11][CH:10]=[N:9][C:14]1=2)=[O:7]. Procedure: A solution of 5-chlorovaleryl chloride and 5,11-dihydro-6H-pyrido-[2,3-b][1,4]-benzodiazepine-6-one in xylene was reacted to obtain 11-(5-chlorovaleryl)-5,11-dihydro-6H-pyrido-[2,3-b][1,4]-benzodiazepine-6-one which after crystallization from n-propanol melted at 170°-172° C. The reactants are ClCCCOC=1C(=CC2=C(C(=C(C(O2)=O)C2=CC=CC=C2)C)C1)OC (6-(3-chloropropoxy)-7-methoxy-4-methyl-3-phenyl-2H-1-benzopyran-2-one), C(\C=C\C(=O)[O-])(=O)[O-] (Fumarate), C1(=CC=CC=C1)N1CCNCC1 (1-phenylpiperazine), C(C)(C)O (isopropanol). Run in CC(=O)C (acetone). Product: COC1=CC2=C(C(=C(C(O2)=O)C2=CC=CC=C2)C)C=C1OCCCN1CCN(CC1)C1=CC=CC=C1 (7-methoxy-4-methyl-3-phenyl-6-[3-(4-phenyl-1-piperazinyl)propoxy]-2H-1-benzopyran-2-one). Isolated yield 66.0%. RXN SMILES: Cl[CH2:2][CH2:3][CH2:4][O:5][C:6]1[C:7]([O:24][CH3:25])=[CH:8][C:9]2[O:14][C:13](=[O:15])[C:12]([C:16]3[CH:21]=[CH:20][CH:19]=[CH:18][CH:17]=3)=[C:11]([CH3:22])[C:10]=2[CH:23]=1.[C:26]1([N:32]2[CH2:37][CH2:36][NH:35][CH2:34][CH2:33]2)[CH:31]=[CH:30][CH:29]=[CH:28][CH:27]=1.C(O)(C)C.C([O-])(=O)/C=C/C([O-])=O>CC(C)=O>[CH3:25][O:24][C:7]1[C:6]([O:5][CH2:4][CH2:3][CH2:2][N:35]2[CH2:36][CH2:37][N:32]([C:26]3[CH:31]=[CH:30][CH:29]=[CH:28][CH:27]=3)[CH2:33][CH2:34]2)=[CH:23][C:10]2[C:11]([CH3:22])=[C:12]([C:16]3[CH:21]=[CH:20][CH:19]=[CH:18][CH:17]=3)[C:13](=[O:15])[O:14][C:9]=2[CH:8]=1. Reported procedure: Method B (40 h at 50° C.); starting materials: 6-(3-chloropropoxy)-7-methoxy-4-methyl-3-phenyl-2H-1-benzopyran-2-one (example 79) and 1-phenylpiperazine; yield 66%; fusion point 168°-170° C. (from isopropanol). Fumarate: method E; yield 95%; fusion point 219°-221° C. (from acetone). Starting materials: O (water), [H-].[Na+] (sodium hydride), BrC=1C=C(C=CC1)O (3-bromophenol), C(C1=CC=CC=C1)Cl (benzyl chloride). The solvent is CN(C=O)C (dimethylformamide). The product is C(C1=CC=CC=C1)OC=1C=C(C=CC1)Br (3-benzyloxybromobenzene). As a reaction SMILES: [H-].[Na+].[Br:3][C:4]1[CH:5]=[C:6]([OH:10])[CH:7]=[CH:8][CH:9]=1.[CH2:11](Cl)[C:12]1[CH:17]=[CH:16][CH:15]=[CH:14][CH:13]=1.O>CN(C)C=O>[CH2:11]([O:10][C:6]1[CH:5]=[C:4]([Br:3])[CH:9]=[CH:8][CH:7]=1)[C:12]1[CH:17]=[CH:16][CH:15]=[CH:14][CH:13]=1 |f:0.1|. Procedure details: 25.43 g (0.64 mol) of a 60% strength by weight sodium hydride dispersion in mineral oil are added in portions at room temperature to 100 g (0.58 mol) of commercially available 3-bromophenol in 600 ml of dimethylformamide, the mixture is stirred for a further half an hour, and 66.5 ml (0.58 mol) of commercially available benzyl chloride are added dropwise. The mixture is stirred at room temperature for 1 hour, 11 of water is added, and the solid which precipitates is filtered off, washed with wat... The reactants are C1C(=O)OC(=O)CN1CC[NH+](CCN2CC(=O)OC(=O)C2)CC(=O)[O-] (diethylenetriaminepentaacetic acid dianhydride), C1CC2=NCCCN2C1 (DBN), NN (hydrazine). Solvent: CS(=O)C (DMSO), CS(=O)C (DMSO), CS(=O)C (DMSO). Reaction conditions: time 48 hour. Product: C(=O)(O)CN1CCN(CCN(CC(NNC(C1)=O)=O)CC(=O)O)CC(=O)O (1,4,7-tris(carboxymethyl)-9,12-dioxo-1,4,7,10,11-pentaazacyclotridecane). RXN SMILES: [CH2:1]1[N:8]([CH2:9][CH2:10][NH+:11]([CH2:22][C:23]([O-:25])=[O:24])[CH2:12][CH2:13][N:14]2[CH2:21][C:19](=[O:20])[O:18][C:16](=[O:17])[CH2:15]2)[CH2:7][C:5](=[O:6])[O:4][C:2]1=[O:3].C1CN2C(=NCCC2)C1.[NH2:35][NH2:36]>CS(C)=O>[C:16]([CH2:15][N:14]1[CH2:21][C:19](=[O:20])[NH:36][NH:35][C:5](=[O:6])[CH2:7][N:8]([CH2:1][C:2]([OH:4])=[O:3])[CH2:9][CH2:10][N:11]([CH2:22][C:23]([OH:25])=[O:24])[CH2:12][CH2:13]1)([OH:18])=[O:17]. Reported procedure: A 500 mL three-neck flask is charged with 150 mL of dry DMSO and flushed with nitrogen. Two syringes are charged separately with solutions of diethylenetriaminepentaacetic acid dianhydride (2.82 g, 7.89 mmol) and DBN (2.94 g, 2.92 mL, 23.67 mmol) in 122 mL of DMSO and anhydrous hydrazine (0.25 g, 0.25 mL, 7.89 mmol) in 125 mL DMSO. The two solutions are added simultaneously at the rate of 40 mL/hour to the flask at ambient temperature, employing a syringe pump. After the completion of addition t... Starting materials: CCCC[N+](CCCC)(CCCC)CCCC, ClCCl, [F-], C1CCOC1, O, CC(C)[Si](C(C)C)(C(C)C)n1ccc(-c2ccc3nc(C(=O)Nc4ccccc4)cn3c2)c1. The product is O=C(Nc1ccccc1)c1cn2cc(-c3cc[nH]c3)ccc2n1. Reaction SMILES: [CH3:35][CH2:36][CH2:37][CH2:38][N+:39]([CH2:40][CH2:41][CH2:42][CH3:43])([CH2:44][CH2:45][CH2:46][CH3:47])[CH2:48][CH2:49][CH2:50][CH3:51].[Cl:57][CH2:58][Cl:59].[F-:34].[O:52]1[CH2:53][CH2:54][CH2:55][CH2:56]1.[OH2:60].[c:1]1([NH:7][C:8](=[O:9])[c:10]2[n:11][c:12]3[n:13]([cH:14][c:15](-[c:18]4[cH:19][n:20]([Si:23]([CH:24]([CH3:25])[CH3:26])([CH:27]([CH3:28])[CH3:29])[CH:30]([CH3:31])[CH3:32])[cH:21][cH:22]4)[cH:16][cH:17]3)[cH:33]2)[cH:2][cH:3][cH:4][cH:5][cH:6]1>>[c:1]1([NH:7][C:8](=[O:9])[c:10]2[n:11][c:12]3[n:13]([cH:14][c:15](-[c:18]4[cH:19][nH:20][cH:21][cH:22]4)[cH:16][cH:17]3)[cH:33]2)[cH:2][cH:3][cH:4][cH:5][cH:6]1. Starting materials: Nc1cnc(Br)c(-c2cccc(F)c2)n1, O=C([O-])[O-], CC1(C)OB(c2ccncc2)OC1(C)C, [Cs+], [Cs+], C1COCCO1. Product: Nc1cnc(-c2ccncc2)c(-c2cccc(F)c2)n1. As a reaction SMILES: [Br:1][c:2]1[n:3][cH:4][c:5]([NH2:15])[n:6][c:7]1-[c:8]1[cH:9][c:10]([F:14])[cH:11][cH:12][cH:13]1.[C:31](=[O:32])([O-:33])[O-:34].[CH3:16][C:17]1([CH3:18])[C:19]([CH3:20])([CH3:21])[O:22][B:23]([c:24]2[cH:25][cH:26][n:27][cH:28][cH:29]2)[O:30]1.[Cs+:35].[Cs+:36].[O:37]1[CH2:38][CH2:39][O:40][CH2:41][CH2:42]1>>[c:2]1(-[c:24]2[cH:25][cH:26][n:27][cH:28][cH:29]2)[n:3][cH:4][c:5]([NH2:15])[n:6][c:7]1-[c:8]1[cH:9][c:10]([F:14])[cH:11][cH:12][cH:13]1.